This data is from the Open Reaction Database (ORD), a public repository of structured organic reaction records. The task is: describe an organic reaction: reactants, conditions, products, and yield Starting materials: P(=O)(OC[C@H]1O[C@H]([C@@H]([C@@H]1O)O)N1C(C(=NC(=C1)F)C(=O)N)=O)(OCC=C)OCC=C ({(2R,3S,4R,5R)-5-[3-(aminocarbonyl)-5-fluoro-2-oxo-1(2H)-pyrazinyl]-3,4-dihydroxytetrahydro-2-furanyl}methyl diallyl phosphate), tetrakis-triphenylphosphine palladium (0), C1(=CC=CC=C1)P(C1=CC=CC=C1)C1=CC=CC=C1 (triphenylphosphine), C(=O)O (formic acid), C(CCC)N (n-butylamine). Run in O (water), O1CCCC1 (tetrahydrofuran), O1CCCC1 (tetrahydrofuran), CO (methanol), O1CCCC1 (tetrahydrofuran). Run at time 30 minute. The product is C(CCC)N.P(=O)(OC[C@H]1O[C@H]([C@@H]([C@@H]1O)O)N1C(C(=NC(=C1)F)C(=O)N)=O)(O)O ({(2R,3S,4R,5R)-5-[3-(aminocarbonyl)-5-fluoro-2-oxo-1(2H)-pyrazinyl]-3,4-dihydroxytetrahydro-2-furanyl}methyl dihydrogen phosphate n-butylamine salt). The yield is 71.8%. RXN SMILES: [P:1]([O:27]CC=C)([O:23]CC=C)([O:3][CH2:4][C@@H:5]1[C@@H:9]([OH:10])[C@@H:8]([OH:11])[C@H:7]([N:12]2[CH:17]=[C:16]([F:18])[N:15]=[C:14]([C:19]([NH2:21])=[O:20])[C:13]2=[O:22])[O:6]1)=[O:2].C1(P(C2C=CC=CC=2)C2C=CC=CC=2)C=CC=CC=1.C(O)=O.C(N)CCC>CO.O1CCCC1.O>[CH2:7]([NH2:12])[CH2:8][CH2:9][CH3:5].[P:1]([OH:27])([OH:23])([O:3][CH2:4][C@@H:5]1[C@@H:9]([OH:10])[C@@H:8]([OH:11])[C@H:7]([N:12]2[CH:17]=[C:16]([F:18])[N:15]=[C:14]([C:19]([NH2:21])=[O:20])[C:13]2=[O:22])[O:6]1)=[O:2] |f:7.8|. Procedure: In a mixture of 8.2 mL of methanol and 8.2 mL of tetrahydrofuran was dissolved 0.82 g of {(2R,3S,4R,5R)-5-[3-(aminocarbonyl)-5-fluoro-2-oxo-1(2H)-pyrazinyl]-3,4-dihydroxytetrahydro-2-furanyl}methyl diallyl phosphate under a stream of nitrogen gas. After adding 0.11 g of tetrakis-triphenylphosphine palladium (0) and 0.28 g of triphenylphosphine successively, the mixture thus obtained was stirred at room temperature for 30 minutes. While cooling the reaction mixture with ice, a solution of 0.68 mL...